Dataset: the Open Reaction Database (ORD), a public repository of structured organic reaction records. Task: describe an organic reaction: reactants, conditions, products, and yield Solvent: CO (Methanol). As a reaction SMILES: [C:1]1([CH:7]([CH:12]2[CH2:16][CH2:15][CH2:14][O:13]2)[NH:8][C:9]([NH2:11])=[O:10])[CH:6]=[CH:5][CH:4]=[CH:3][CH:2]=1>CO>[C:1]1([C@@H:7]([C@@H:12]2[CH2:16][CH2:15][CH2:14][O:13]2)[NH:8][C:9]([NH2:11])=[O:10])[CH:2]=[CH:3][CH:4]=[CH:5][CH:6]=1. Procedure details: The enantiomers of 1-(phenyl(tetrahydrofuran-2-yl)methyl)urea (150 mg, 0.681 mmol) were separated by SFC (Berger Multigram II, Column: Chiral Technology OZ-H 2.1×25 cm, SuM, UV wavelength: 220 nM, mobile phase: 40%/60% Methanol+0.25% dimethyl ethylamine/CO2(1), flow rate: 70 mL/Min, 7 min run time). Elution was observed at 2.46 min. The fractions were collected and the solvent evaporated in vacuo to afford 1-((S)-phenyl((S)-tetrahydrofuran-2-yl)methyl)urea and Intermediates 149A-151A. 1H NMR (pp... The product is C1(=CC=CC=C1)[C@H](NC(=O)N)[C@H]1OCCC1 (1-((S)-phenyl((S)-tetrahydrofuran-2-yl)methyl)urea), Intermediates 149A-151A. The reactants are C1(=CC=CC=C1)C(NC(=O)N)C1OCCC1 (1-(phenyl(tetrahydrofuran-2-yl)methyl)urea), II. Conditions: time 2.46 minute. Reactants: II (Iodine), ice, OC1CCN(CC1)C(=O)OCC1=CC=CC=C1 (benzyl 4-hydroxypiperidine-1-carboxylate), N1C=NC=C1 (imidazole), C1(=CC=CC=C1)P(C1=CC=CC=C1)C1=CC=CC=C1 (triphenylphosphine). Run in C1CCOC1 (THF), C1CCOC1 (THF). Conditions: time 8 hour. Yields the product IC1CCN(CC1)C(=O)OCC1=CC=CC=C1 (benzyl 4-iodopiperidine-1-carboxylate). The yield is 41.8%. Reaction SMILES: [I:1]I.O[CH:4]1[CH2:9][CH2:8][N:7]([C:10]([O:12][CH2:13][C:14]2[CH:19]=[CH:18][CH:17]=[CH:16][CH:15]=2)=[O:11])[CH2:6][CH2:5]1.N1C=CN=C1.C1(P(C2C=CC=CC=2)C2C=CC=CC=2)C=CC=CC=1>C1COCC1>[I:1][CH:4]1[CH2:9][CH2:8][N:7]([C:10]([O:12][CH2:13][C:14]2[CH:19]=[CH:18][CH:17]=[CH:16][CH:15]=2)=[O:11])[CH2:6][CH2:5]1. Reported procedure: Iodine (17.6 g, 69.2 mmol) was added dropwise as a solution in THF (40 mL) over 1 hour to an ice cold solution of benzyl 4-hydroxypiperidine-1-carboxylate (15.5 g, 65.9 mmol), imidazole (4.71 g, 69.2 mmol), and triphenylphosphine (18.2 g, 69.2 mmol) in THF (40 mL). This resulting red solution was stirred overnight with warming to room temperature, then cooled back to 0° C. before being quenched with 10% aqueous sodium sulfite. The resulting biphasic mixture was separated and the aqueous layer wa... Reactants: COC(=O)C(Br)CCBr, O=C([O-])[O-], CN(C)C=O, Cl, O=[N+]([O-])c1ccc(O)cc1F, [K+], [K+]. Yields the product COC(=O)C(CCBr)Oc1ccc([N+](=O)[O-])c(F)c1. Reaction SMILES: [Br:12][CH:13]([C:14](=[O:15])[O:16][CH3:17])[CH2:18][CH2:19][Br:20].[C:21](=[O:22])([O-:23])[O-:24].[CH3:28][N:29]([CH3:30])[CH:31]=[O:32].[ClH:27].[F:1][c:2]1[cH:3][c:4]([OH:11])[cH:5][cH:6][c:7]1[N+:8](=[O:9])[O-:10].[K+:25].[K+:26]>>[F:1][c:2]1[cH:3][c:4]([O:11][CH:13]([C:14](=[O:15])[O:16][CH3:17])[CH2:18][CH2:19][Br:20])[cH:5][cH:6][c:7]1[N+:8](=[O:9])[O-:10].